describe an organic reaction: reactants, conditions, products, and yield From a dataset of the Open Reaction Database (ORD), a public repository of structured organic reaction records. Starting materials: ClC(=O)OC(C)C (Isopropyl chloroformate), N1CCC(CC1)C(=O)O (4-piperidinecarboxylic acid), [OH-].[Na+] (sodium hydroxide). Solvent: O (water). Conditions: time 8 hour. The product is CC(C)OC(=O)N1CCC(CC1)C(=O)O (1-{[(1-methylethyl)oxy]carbonyl}-4-piperidinecarboxylic acid). Yield: 94.8%. RXN SMILES: Cl[C:2]([O:4][CH:5]([CH3:7])[CH3:6])=[O:3].[NH:8]1[CH2:13][CH2:12][CH:11]([C:14]([OH:16])=[O:15])[CH2:10][CH2:9]1.[OH-].[Na+]>O>[CH3:6][CH:5]([O:4][C:2]([N:8]1[CH2:13][CH2:12][CH:11]([C:14]([OH:16])=[O:15])[CH2:10][CH2:9]1)=[O:3])[CH3:7] |f:2.3|. Procedure: Isopropyl chloroformate (1.0M in toluene, 55 mL, 55 mmol) was added dropwise to a mixture of 4-piperidinecarboxylic acid (6.5 g, 50 mmol) and sodium hydroxide (4.4 g, 110 mmol) in water (25 mL) at ambient temperature. The mixture was stirred at ambient temperature overnight. The aqueous phase was separated and adjusted to pH=1 with concentrated HCl. The aqueous phase was extracted with EtOAc, and the organics were dried over MgSO4, filtered, and the filtrate was concentrated to give 10.2 g (95%)... The reactants are CCCCc1ncc(CC2C(=O)NC(=O)N2CCCC)n1Cc1ccc(-c2ccccc2-c2nnnn2C(c2ccccc2)(c2ccccc2)c2ccccc2)cc1, CC(=O)O, CO, O. Yields the product CCCCc1ncc(CC2C(=O)NC(=O)N2CCCC)n1Cc1ccc(-c2ccccc2-c2nnn[nH]2)cc1. RXN SMILES: [CH2:1]([CH2:2][CH2:3][CH3:4])[N:5]1[C:6](=[O:58])[NH:7][C:8](=[O:57])[CH:9]1[CH2:10][c:11]1[n:12]([CH2:20][c:21]2[cH:22][cH:23][c:24](-[c:27]3[c:28](-[c:33]4[n:34][n:35][n:36][n:37]4[C:38]([c:39]4[cH:40][cH:41][cH:42][cH:43][cH:44]4)([c:45]4[cH:46][cH:47][cH:48][cH:49][cH:50]4)[c:51]4[cH:52][cH:53][cH:54][cH:55][cH:56]4)[cH:29][cH:30][cH:31][cH:32]3)[cH:25][cH:26]2)[c:13]([CH2:16][CH2:17][CH2:18][CH3:19])[n:14][cH:15]1.[CH3:59][C:60](=[O:61])[OH:62].[CH3:63][OH:64].[OH2:65]>>[CH2:1]([CH2:2][CH2:3][CH3:4])[N:5]1[C:6](=[O:58])[NH:7][C:8](=[O:57])[CH:9]1[CH2:10][c:11]1[n:12]([CH2:20][c:21]2[cH:22][cH:23][c:24](-[c:27]3[c:28](-[c:33]4[n:34][n:35][n:36][nH:37]4)[cH:29][cH:30][cH:31][cH:32]3)[cH:25][cH:26]2)[c:13]([CH2:16][CH2:17][CH2:18][CH3:19])[n:14][cH:15]1. Procedure details: A mixture of 0.06 g (0.1 mmol) of the compound of step d), 2 ml of methanol, and a catalytic amount of scandium trifluoromethanesulfonate was heated to 105° C. for 4 hours. The reaction mixture was allowed to cool, the solvent was evaporated, and the residual purified by chromatography on silica (CH2Cl2:MeOH 97:3) to give 54 mg (93%) of the sub-title amide. Reactants: O=C1N(C(C2=CC=CC=C12)=O)CCCCN1C=C(C2=CC=CC=C12)C(C(C(=O)N)NC(=O)NC1=CN(C2=CC=CC=C12)CCC)=O (3-{1-[4-(1,3-Dioxo-1,3-dihydroisoindol-2-yl)-butyl]-3-indolyl}-3-oxo-2-[3-(1-propyl-3-indolyl)-ureido]-propionamide). Solvent: CO (methanol). Product: C(N)(=O)C=1NC(N(C1C1=CN(C2=CC=CC=C12)CCCCN1C(C2=CC=CC=C2C1=O)=O)C1=CN(C2=CC=CC=C12)CCC)=O (4-Carbamoyl-5-{1-[4-(1,3-dioxo-1,3-dihydroisoindol-2-yl)-butyl]-3-indolyl}-1-(1-propyl-3-indolyl)-1,3-dihydroimidazol-2-one). Isolated yield 89.9%. Reagents/catalysts: FC(S(=O)(=O)[O-])(F)F.[Sc+3].FC(S(=O)(=O)[O-])(F)F.FC(S(=O)(=O)[O-])(F)F (scandium trifluoromethanesulfonate). Reaction SMILES: [O:1]=[C:2]1[C:10]2[C:5](=[CH:6][CH:7]=[CH:8][CH:9]=2)[C:4](=[O:11])[N:3]1[CH2:12][CH2:13][CH2:14][CH2:15][N:16]1[C:24]2[C:19](=[CH:20][CH:21]=[CH:22][CH:23]=2)[C:18]([C:25](=O)[CH:26]([NH:30][C:31]([NH:33][C:34]2[C:42]3[C:37](=[CH:38][CH:39]=[CH:40][CH:41]=3)[N:36]([CH2:43][CH2:44][CH3:45])[CH:35]=2)=[O:32])[C:27]([NH2:29])=[O:28])=[CH:17]1>FC(F)(F)S([O-])(=O)=O.[Sc+3].FC(F)(F)S([O-])(=O)=O.FC(F)(F)S([O-])(=O)=O.CO>[C:27]([C:26]1[NH:30][C:31](=[O:32])[N:33]([C:34]2[C:42]3[C:37](=[CH:38][CH:39]=[CH:40][CH:41]=3)[N:36]([CH2:43][CH2:44][CH3:45])[CH:35]=2)[C:25]=1[C:18]1[C:19]2[C:24](=[CH:23][CH:22]=[CH:21][CH:20]=2)[N:16]([CH2:15][CH2:14][CH2:13][CH2:12][N:3]2[C:4](=[O:11])[C:5]3[C:10](=[CH:9][CH:8]=[CH:7][CH:6]=3)[C:2]2=[O:1])[CH:17]=1)(=[O:28])[NH2:29] |f:1.2.3.4|. Reaction SMILES: CCN(C(C)C)C(C)C.C1C=CC2N(O)N=NC=2C=1.CCN=C=NCCCN(C)C.[C:31]1([C:37]2[NH:41][N:40]=[C:39]([C:42]([NH:44][CH2:45][C:46]([OH:48])=O)=[O:43])[CH:38]=2)[CH:36]=[CH:35][CH:34]=[CH:33][CH:32]=1.Cl.[Cl:50][C:51]1[CH:61]=[CH:60][CH:59]=[CH:58][C:52]=1[O:53][CH:54]1[CH2:57][NH:56][CH2:55]1>CN(C=O)C>[Cl:50][C:51]1[CH:61]=[CH:60][CH:59]=[CH:58][C:52]=1[O:53][CH:54]1[CH2:57][N:56]([C:46](=[O:48])[CH2:45][NH:44][C:42]([C:39]2[CH:38]=[C:37]([C:31]3[CH:32]=[CH:33][CH:34]=[CH:35][CH:36]=3)[NH:41][N:40]=2)=[O:43])[CH2:55]1 |f:4.5|. Procedure details: DIPEA (143 mg, 1.1 mmol) followed by HOBt (39 mg, 0.29 mmol) and EDCI (56 mg, 0.29 mmol) was added to a stirred solution of [(5-phenyl-1H-pyrazole-3-carbonyl)-amino]-acetic acid (67 g, 0.27 mmol) in DMF (2 mL). After 2 minutes of stirring, 3-(2-chloro-phenoxy)-azetidinehydrochloride (prepared by the method used for the synthesis of Intermediate 71) (60 mg, 0.27 mmol) was added and the resulting mixture was stirred at room temperature overnight. The reaction mixture was partitioned between cold w... The yield is 42.8%. Run at time 2 minute. Starting materials: CCN(C(C)C)C(C)C (DIPEA), C1(=CC=CC=C1)C1=CC(=NN1)C(=O)NCC(=O)O ([(5-phenyl-1H-pyrazole-3-carbonyl)-amino]-acetic acid), Cl.ClC1=C(OC2CNC2)C=CC=C1 (3-(2-chloro-phenoxy)-azetidinehydrochloride), C=1C=CC2=C(C1)N=NN2O (HOBt), CCN=C=NCCCN(C)C (EDCI), Intermediate 71. Run in CN(C)C=O (DMF). Yields the product ClC1=C(OC2CN(C2)C(CNC(=O)C2=NNC(=C2)C2=CC=CC=C2)=O)C=CC=C1 (5-phenyl-1H-pyrazole-3-carboxylic acid {2-[3-(2-chloro-phenoxy)-azetidin-1-yl]-2-oxo-ethyl}-amide). Reactants: C(C)(C)(C)OC(NC(C1=CC=C(C=C1)CNC(=O)[C@@H]1CCC=2N1C(C(=CN2)NS(=O)(=O)C)=O)=N)=O ((S)-[imino-(4-{[(3-methanesulfonylamino-4-oxo-4,6,7,8-tetrahydro-pyrrolo[1,2-a]pyrimidine-6-carbonyl)-amino]-methyl)-phenyl)-methyl]-carbamic acid tert-butyl ester), C(C)(C)(C)OC(NC(=N)C1=CC=C(C=C1)CNC(=O)[C@@H]1CCC=2N1C(C(=CN2)N(CC)CC)=O)=O ((S)-[(4-{[(3-diethylamino-4-oxo-4,6,7,8-tetrahydro-pyrrolo[1,2-a]pyrimidine-6-carbonyl)-amino]-methyl}-phenyl)-imino-methyl]-carbamic acid tert-butyl ester), C1(=CC=CC=C1)CS(=O)(=O)Cl (alpha-toluene sulfonyl chloride). Product: C(C)(C)(C)OC(NC(C1=CC=C(C=C1)CNC(=O)[C@@H]1CCC=2N1C(C(=CN2)NS(=O)(=O)CC2=CC=CC=C2)=O)=N)=O ((S)-[imino-(4-{[(4-oxo-3-phenylmethanesulfonylamino-4,6,7,8-tetrahydro-pyrrolo[1,2-a]pyrimidine-6-carbonyl)-amino]-methyl}-phenyl)-methyl]-carbamic acid tert-butyl ester). The yield is 44.0%. Reaction SMILES: [C:1]([O:5][C:6](=[O:35])[NH:7][C:8](=[NH:34])[C:9]1[CH:14]=[CH:13][C:12]([CH2:15][NH:16][C:17]([C@H:19]2[N:23]3[C:24](=[O:33])[C:25]([NH:28][S:29]([CH3:32])(=[O:31])=[O:30])=[CH:26][N:27]=[C:22]3[CH2:21][CH2:20]2)=[O:18])=[CH:11][CH:10]=1)([CH3:4])([CH3:3])[CH3:2].C(OC(=O)NC([C:45]1[CH:50]=[CH:49][C:48](CNC([C@H]2N3C(=O)C(N(CC)CC)=CN=C3CC2)=O)=[CH:47][CH:46]=1)=N)(C)(C)C.C1(CS(Cl)(=O)=O)C=CC=CC=1>>[C:1]([O:5][C:6](=[O:35])[NH:7][C:8](=[NH:34])[C:9]1[CH:14]=[CH:13][C:12]([CH2:15][NH:16][C:17]([C@H:19]2[N:23]3[C:24](=[O:33])[C:25]([NH:28][S:29]([CH2:32][C:45]4[CH:50]=[CH:49][CH:48]=[CH:47][CH:46]=4)(=[O:31])=[O:30])=[CH:26][N:27]=[C:22]3[CH2:21][CH2:20]2)=[O:18])=[CH:11][CH:10]=1)([CH3:4])([CH3:2])[CH3:3]. Reported procedure: Following a procedure similar to that for the preparation of 16a, intermediate 3a (50 mg, 0.117 mmol) and alpha-toluene sulfonyl chloride (26.7 mg, 0.14 mmol) yielded 35.6 mg (44%) of 36a. MS (ESI) 581.1 (M+H+). Starting materials: P(=O)(O)(O)C[C@@H]1C[C@@H](NCC1)C(=O)O (cis-4-phosphonomethyl-2-piperidinecarboxylic acid), C([O-])([O-])=O.[Na+].[Na+] (sodium carbonate), C(C1=CC=CC=C1)(=O)Cl (benzoyl chloride). The solvent is O (water), [OH-].[Na+] (sodium hydroxide). Run at time 16 hour. Yields the product C(C1=CC=CC=C1)(=O)N1[C@H](C[C@H](CC1)CP(=O)(O)O)C(=O)O (cis-1-benzoyl-4-phosphonomethyl-2-piperidinecarboxylic acid). As a reaction SMILES: [P:1]([CH2:5][C@H:6]1[CH2:11][CH2:10][NH:9][C@@H:8]([C:12]([OH:14])=[O:13])[CH2:7]1)([OH:4])([OH:3])=[O:2].C(=O)([O-])[O-].[Na+].[Na+].[C:21](Cl)(=[O:28])[C:22]1[CH:27]=[CH:26][CH:25]=[CH:24][CH:23]=1>O.[OH-].[Na+]>[C:21]([N:9]1[CH2:10][CH2:11][C@H:6]([CH2:5][P:1]([OH:3])([OH:4])=[O:2])[CH2:7][C@@H:8]1[C:12]([OH:14])=[O:13])(=[O:28])[C:22]1[CH:27]=[CH:26][CH:25]=[CH:24][CH:23]=1 |f:1.2.3,6.7|. Procedure details: To a solution of 200 mg of cis-4-phosphonomethyl-2-piperidinecarboxylic acid, 96 mg of sodium carbonate in 5 ml of water and 2.31 ml of 1N aqueous sodium hydroxide is added 119 mg of benzoyl chloride. The reaction mixture is stirred at room temperature for 16 hours and the solvent is removed in vacuo. The residue is dissolved in ethanol, the solution is filtered and evaporated to dryness. Crystallization from ethanol/ethyl acetate affords cis-1-benzoyl-4-phosphonomethyl-2-piperidinecarboxylic ac... The reactants are CC(C)O, [K+], O=[N+]([O-])c1cccc(CCl)c1, [OH-], O. Product: CC(C)OCc1cccc([N+](=O)[O-])c1. As a reaction SMILES: [CH:14]([CH3:15])([CH3:16])[OH:17].[K+:13].[N+:1](=[O:2])([O-:3])[c:4]1[cH:5][c:6]([CH2:7][Cl:8])[cH:9][cH:10][cH:11]1.[OH-:12].[OH2:18]>>[N+:1](=[O:2])([O-:3])[c:4]1[cH:5][c:6]([CH2:7][O:17][CH:14]([CH3:15])[CH3:16])[cH:9][cH:10][cH:11]1. Procedure details: Using 2,4-pentanedione (20.0 g, 0.2 mol) and 4-chlorobenzyl chloride (74.7 g), the reaction was carried out in the same manner as described in Example 17, (1), and the residual orange red semisolid (69 g) was recrystallized from methanol to give the title compound as s white prisms which was an ca 3:17 mixture of Keto/Enol as seen by the methylene singlet at δ3.51 ppm and the methine singlet at δ5.37 ppm in the 1HNMR spectrum; yield: 24.7 g; mp 74.6°-76.1° C. Starting materials: CC(CC(C)=O)=O (2,4-pentanedione), ClC1=CC=C(CCl)C=C1 (4-chlorobenzyl chloride). RXN SMILES: [CH3:1][C:2](=[O:7])[CH2:3][C:4](=[O:6])[CH3:5].[Cl:8][C:9]1[CH:16]=[CH:15][C:12]([CH2:13]Cl)=[CH:11][CH:10]=1>>[Cl:8][C:9]1[CH:16]=[CH:15][C:12]([CH2:13][CH2:1][C:2](=[O:7])[CH2:3][C:4](=[O:6])[CH2:5][CH2:13][C:12]2[CH:15]=[CH:16][C:9]([Cl:8])=[CH:10][CH:11]=2)=[CH:11][CH:10]=1. The product is ClC1=CC=C(C=C1)CCC(CC(CCC1=CC=C(C=C1)Cl)=O)=O (1,7-bis(4-chlorophenyl)-3,5-heptanedione).